This data is from the Open Reaction Database (ORD), a public repository of structured organic reaction records. The task is: describe an organic reaction: reactants, conditions, products, and yield Reactants: C(C)(C)(C)[Si](N1C=C(C2=CC=C(C=C12)O[Si](C)(C)C(C)(C)C)C)(C)C (1-(tert-butyl-dimethyl-silanyl)-6-(tert-butyl-dimethyl-silanyloxy)-3-methyl-1H-indole), O.[F-].C(CCC)[N+](CCCC)(CCCC)CCCC (tetrabutylammonium fluoride hydrate). Yields the product CC1=CNC2=CC(=CC=C12)O (3-methyl-1H-indol-6-ol). As a reaction SMILES: C([Si](C)(C)[N:6]1[C:14]2[C:9](=[CH:10][CH:11]=[C:12]([O:15][Si](C(C)(C)C)(C)C)[CH:13]=2)[C:8]([CH3:23])=[CH:7]1)(C)(C)C.O.[F-].C([N+](CCCC)(CCCC)CCCC)CCC>>[CH3:23][C:8]1[C:9]2[C:14](=[CH:13][C:12]([OH:15])=[CH:11][CH:10]=2)[NH:6][CH:7]=1 |f:1.2.3|. Procedure details: In analogy to the procedure described in example 3 b], 1-(tert-butyl-dimethyl-silanyl)-6-(tert-butyl-dimethyl-silanyloxy)-3-methyl-1H-indole was treated with tetrabutylammonium fluoride hydrate to obtain 3-methyl-1H-indol-6-ol as brown crystals. Product: CC(C)(C)C(=O)Nc1cccc(C(=O)CBr)c1. As a reaction SMILES: [Br-:17].[Br-:18].[Br-:19].[BrH:39].[C:1]([CH3:2])(=[O:3])[c:4]1[cH:5][c:6]([NH:10][C:11]([C:12]([CH3:13])([CH3:14])[CH3:15])=[O:16])[cH:7][cH:8][cH:9]1.[C:40]([OH:41])(=[O:42])[CH3:43].[OH2:38].[nH+:20]1[cH:21][cH:22][cH:23][cH:24][cH:25]1.[nH+:26]1[cH:27][cH:28][cH:29][cH:30][cH:31]1.[nH+:32]1[cH:33][cH:34][cH:35][cH:36][cH:37]1>>[C:1]([CH2:2][Br:17])(=[O:3])[c:4]1[cH:5][c:6]([NH:10][C:11]([C:12]([CH3:13])([CH3:14])[CH3:15])=[O:16])[cH:7][cH:8][cH:9]1. Reactants: [Br-], [Br-], [Br-], Br, CC(=O)c1cccc(NC(=O)C(C)(C)C)c1, CC(=O)O, O, c1cc[nH+]cc1, c1cc[nH+]cc1, c1cc[nH+]cc1.